Dataset: the Open Reaction Database (ORD), a public repository of structured organic reaction records. Task: describe an organic reaction: reactants, conditions, products, and yield The reactants are CO, O=C(OCc1ccccc1)N1CCC2(CC1)CN(C1CCc3cc(-n4nccn4)ccc31)C2. Yields the product c1cnn(-c2ccc3c(c2)CCC3N2CC3(CCNCC3)C2)n1. Reaction SMILES: [CH3:34][OH:35].[n:1]1[n:2](-[c:6]2[cH:7][c:8]3[c:12]([cH:13][cH:14]2)[CH:11]([N:15]2[CH2:16][C:17]4([CH2:18]2)[CH2:19][CH2:20][N:21]([C:24]([O:25][CH2:26][c:27]2[cH:28][cH:29][cH:30][cH:31][cH:32]2)=[O:33])[CH2:22][CH2:23]4)[CH2:10][CH2:9]3)[n:3][cH:4][cH:5]1>>[n:1]1[n:2](-[c:6]2[cH:7][c:8]3[c:12]([cH:13][cH:14]2)[CH:11]([N:15]2[CH2:16][C:17]4([CH2:18]2)[CH2:19][CH2:20][NH:21][CH2:22][CH2:23]4)[CH2:10][CH2:9]3)[n:3][cH:4][cH:5]1. Procedure details: 10 ml of thionyl chloride was added to 2.0 g of α-dodecyloxypropionicacid, and the mixture was refluxed under heat for 2 hours. Excess of thionyl chloride was distilled off to obtain α-dodecyloxypropionic acid chloride. 20 ml of dry pyridine was added thereto, and 5.0 g of 4,4'-dihydroxybiphenyl was further added dropwise. After the addition, themixture was refluxed under heat for 3 hours, charged into ice water, and extracted with benzene. The extract was purified with a silica gel column chrom... As a reaction SMILES: [CH2:1]([O:13][CH:14]([CH3:18])[C:15](O)=[O:16])[CH2:2][CH2:3][CH2:4][CH2:5][CH2:6][CH2:7][CH2:8][CH2:9][CH2:10][CH2:11][CH3:12].S(Cl)([Cl:21])=O>>[CH2:1]([O:13][CH:14]([CH3:18])[C:15]([Cl:21])=[O:16])[CH2:2][CH2:3][CH2:4][CH2:5][CH2:6][CH2:7][CH2:8][CH2:9][CH2:10][CH2:11][CH3:12]. Starting materials: C(CCCCCCCCCCC)OC(C(=O)O)C (α-dodecyloxypropionicacid), S(=O)(Cl)Cl (thionyl chloride). The product is C(CCCCCCCCCCC)OC(C(=O)Cl)C (α-dodecyloxypropionic acid chloride). The reactants are O (Water), C([O-])([O-])=O.[K+].[K+] (potassium carbonate), COS(OC)(=O)=O (dimethylsulfuric acid), C(C)(C)(C)C=1C=C(C(=O)OC)C=C(C1O)I (Methyl 3-t-butyl-4-hydroxy-5-iodobenzoate). Run in CN(C=O)C (N,N-dimethylformamide). Reaction conditions: time 16 hour. Product: C(C)(C)(C)C=1C=C(C(=O)OC)C=C(C1OC)I (methyl 3-t-butyl-5-iodo-4-methoxybenzoate). The yield is 96.0%. Reaction SMILES: [C:1]([C:5]1[CH:6]=[C:7]([CH:12]=[C:13]([I:16])[C:14]=1[OH:15])[C:8]([O:10][CH3:11])=[O:9])([CH3:4])([CH3:3])[CH3:2].[C:17](=O)([O-])[O-].[K+].[K+].COS(=O)(=O)OC.O>CN(C)C=O>[C:1]([C:5]1[CH:6]=[C:7]([CH:12]=[C:13]([I:16])[C:14]=1[O:15][CH3:17])[C:8]([O:10][CH3:11])=[O:9])([CH3:4])([CH3:2])[CH3:3] |f:1.2.3|. Procedure details: Methyl 3-t-butyl-4-hydroxy-5-iodobenzoate (2.77 g) was dissolved in N,N-dimethylformamide (50 mL), and potassium carbonate (12.0 g) and dimethylsulfuric acid (4.1 mL) were added to the solution, and then the mixture was stirred at room temperature for 16 hours. Water was added to the reaction solution, and then the reaction mixture was extracted with ethyl acetate. The organic layer was washed with water and saturated brine, and then dried over anhydrous sodium sulfate. The solvent was distilled...